describe an organic reaction: reactants, conditions, products, and yield From a dataset of the Open Reaction Database (ORD), a public repository of structured organic reaction records. The reactants are C(C)(=O)O[BH-](OC(C)=O)OC(C)=O.[Na+] (sodium triacetoxyborohydride), Cl.NCC(=O)OCC (ethyl aminoacetate hydrochloride), C(C)(=O)O (acetic acid), ClC1=C(C=CC=2N(N=NC21)CC2CC2)C2=CC=C(C=O)C=C2 (4-[4-Chloro-1-(cyclopropylmethyl)-1H-benzotriazol-5-yl]benzaldehyde). Solvent: ClCCCl (1,2-dichloroethane), C(C)(=O)OCC (ethyl acetate). Conditions: time 30 minute. Yields the product ClC1=C(C=CC=2N(N=NC21)CC2CC2)C2=CC=C(CNCC(=O)OCC)C=C2 (ethyl N-{4-[4-chloro-1-(cyclopropylmethyl)-1H-benzotriazol-5-yl]benzyl}glycinate). RXN SMILES: [Cl:1][C:2]1[C:10]2[N:9]=[N:8][N:7]([CH2:11][CH:12]3[CH2:14][CH2:13]3)[C:6]=2[CH:5]=[CH:4][C:3]=1[C:15]1[CH:22]=[CH:21][C:18]([CH:19]=O)=[CH:17][CH:16]=1.Cl.[NH2:24][CH2:25][C:26]([O:28][CH2:29][CH3:30])=[O:27].C(O)(=O)C.C(O[BH-](OC(=O)C)OC(=O)C)(=O)C.[Na+]>ClCCCl.C(OCC)(=O)C>[Cl:1][C:2]1[C:10]2[N:9]=[N:8][N:7]([CH2:11][CH:12]3[CH2:13][CH2:14]3)[C:6]=2[CH:5]=[CH:4][C:3]=1[C:15]1[CH:16]=[CH:17][C:18]([CH2:19][NH:24][CH2:25][C:26]([O:28][CH2:29][CH3:30])=[O:27])=[CH:21][CH:22]=1 |f:1.2,4.5|. Procedure details: 4-[4-Chloro-1-(cyclopropylmethyl)-1H-benzotriazol-5-yl]benzaldehyde (68 mg, 0.22 mmol) was dissolved in 1,2-dichloroethane (2.2 mL) and treated with ethyl aminoacetate hydrochloride (34 mg, 0.28 mmol) and acetic acid (25 uL, 0.44 mmol). The solution was stirred at ambient temperatures for 30 minutes and treated with sodium triacetoxyborohydride (51 mg, 0.24 mmol). The mixture was stirred at ambient temperature until complete, diluted with ethyl acetate (50 mL) and washed with sodium bicarbonate ...